From a dataset of the Open Reaction Database (ORD), a public repository of structured organic reaction records. describe an organic reaction: reactants, conditions, products, and yield Starting materials: C(N)(OC(C)(C)C)=O (tert-butyl carbamate), chloro[2-(dicyclohexylphosphino)-3,6-dimethoxy-2′-4′-6′-tri-1-propyl-1,1′-biphenyl][2-(2-aminoeth yl)phenyl]palladium(II), 2-(dicyclohexylphosphino)-3,6-dimethoxy-2′-4′-6′-tri-1-propyl-1,1′-biphenyl, ClC1=CC(=C(C=N1)C1=CC=C2C=C(N=CC2=C1)NC(=O)C1CC1)C (N-(7-(6-chloro-4-methylpyridin-3-yl)isoquinolin-3-yl)cyclopropanecarboxamide), C(N)(OC(C)(C)C)=O (tert-butyl carbamate), chloro[2-(dicyclohexylphosphino)-3,6-dimethoxy-2′-4′-6′-tri-1-propyl-1,1′-biphenyl][2-(2-aminoeth yl)phenyl]palladium(II), 2-(dicyclohexylphosphino)-3,6-dimethoxy-2′-4′-6′-tri-1-propyl-1,1′-biphenyl, C([O-])([O-])=O.[Cs+].[Cs+] (cesium carbonate). Run in [Cl-].[Na+].O (brine), O1CCOCC1 (1,4-dioxane). Conditions: temperature 90 celsius. The product is C1(CC1)C(=O)NC=1N=CC2=CC(=CC=C2C1)C=1C(=CC(=NC1)NC(OC(C)(C)C)=O)C (tert-butyl 5-(3-(cyclopropanecarboxamido)isoquinolin-7-yl)-4-methylpyridin-2-ylcarbamate). RXN SMILES: Cl[C:2]1[N:7]=[CH:6][C:5]([C:8]2[CH:17]=[C:16]3[C:11]([CH:12]=[C:13]([NH:18][C:19]([CH:21]4[CH2:23][CH2:22]4)=[O:20])[N:14]=[CH:15]3)=[CH:10][CH:9]=2)=[C:4]([CH3:24])[CH:3]=1.[C:25](=[O:32])([O:27][C:28]([CH3:31])([CH3:30])[CH3:29])[NH2:26].C(=O)([O-])[O-].[Cs+].[Cs+]>O1CCOCC1.[Cl-].[Na+].O>[CH:21]1([C:19]([NH:18][C:13]2[N:14]=[CH:15][C:16]3[C:11]([CH:12]=2)=[CH:10][CH:9]=[C:8]([C:5]2[C:4]([CH3:24])=[CH:3][C:2]([NH:26][C:25](=[O:32])[O:27][C:28]([CH3:31])([CH3:30])[CH3:29])=[N:7][CH:6]=2)[CH:17]=3)=[O:20])[CH2:23][CH2:22]1 |f:2.3.4,6.7.8|. Procedure: A mixture of N-(7-(6-chloro-4-methylpyridin-3-yl)isoquinolin-3-yl)cyclopropanecarboxamide (63.5 mg, 188 μmol), tert-butyl carbamate (46.7 mg, 399 μmol), chloro[2-(dicyclohexylphosphino)-3,6-dimethoxy-2′-4′-6′-tri-1-propyl-1,1′-biphenyl][2-(2-aminoeth yl)phenyl]palladium(II) (16.9 mg, 21 μmol), 2-(dicyclohexylphosphino)-3,6-dimethoxy-2′-4′-6′-tri-1-propyl-1,1′-biphenyl (10.6 mg, 20 μmol), and cesium carbonate (127 mg, 390 μmol) in 1,4-dioxane (1.0 mL) was heated in a sealed vessel at 90° C. for 2...